This data is from the Open Reaction Database (ORD), a public repository of structured organic reaction records. The task is: describe an organic reaction: reactants, conditions, products, and yield The reactants are BrC1=CC=C(C=C1)C1(CC2(C1)OCCO2)NC(OC(C)(C)C)=O (tert-Butyl [2-(4-bromophenyl)-5,8-dioxaspiro[3.4]oct-2-yl]carbamate), C(=O)(O)[O-].[Na+] (NaHCO3). The solvent is C(=O)(C(F)(F)F)O (TFA). Run at time 1 hour. Yields the product BrC1=CC=C(C=C1)C1(CC2(C1)OCCO2)N (2(4-bromophenyl)-5,8-dioxaspiro[3.4]octan-2-amine). RXN SMILES: [Br:1][C:2]1[CH:7]=[CH:6][C:5]([C:8]2([NH:16]C(=O)OC(C)(C)C)[CH2:11][C:10]3([O:15][CH2:14][CH2:13][O:12]3)[CH2:9]2)=[CH:4][CH:3]=1.C([O-])(O)=O.[Na+]>C(O)(C(F)(F)F)=O>[Br:1][C:2]1[CH:7]=[CH:6][C:5]([C:8]2([NH2:16])[CH2:11][C:10]3([O:12][CH2:13][CH2:14][O:15]3)[CH2:9]2)=[CH:4][CH:3]=1 |f:1.2|. Procedure: A mixture of tert-butyl [2-(4-bromophenyl)-5,8-dioxaspiro[3.4]oct-2-yl]carbamate (1-5) (3.7 g, 9.63 mmol) in TFA (20 mL) was stirred at room temperature for 1 hour. The mixture was poured into a sat. NaHCO3 solution, extracted with CHCl3, dried (Na2SO4), filtered, and concentrated under reduced pressure to give 2-(4-bromophenyl)-5,8-dioxaspiro[3.4]octan-2-amine (7-1). Starting materials: CN1C=CC2=CC=CC=C12 (1-methylindole), [Cl-].C(C)(C)(C)C1=CC=C(C=[N+](C)C)C=C1 ((4-tert-butyl-benzylidene)-dimethyl-ammonium chloride), C(C)(C)(C)C1=CC=C(C=O)C=C1 (4-tert-butyl-benzaldehyde), CNC (dimethylamine). Product: C(C)(C)(C)C1=CC=C(C=C1)C(C1=CN(C2=CC=CC=C12)C)N(C)C ([(4-tert-Butyl-phenyl)-(1-methyl-1H-indol-3-yl)-methyl]-dimethyl-amine). Reaction SMILES: [CH3:1][N:2]1[C:10]2[C:5](=[CH:6][CH:7]=[CH:8][CH:9]=2)[CH:4]=[CH:3]1.[Cl-].[C:12]([C:16]1[CH:25]=[CH:24][C:19]([CH:20]=[N+:21]([CH3:23])[CH3:22])=[CH:18][CH:17]=1)([CH3:15])([CH3:14])[CH3:13].C(C1C=CC(C=O)=CC=1)(C)(C)C.CNC>>[C:12]([C:16]1[CH:17]=[CH:18][C:19]([CH:20]([N:21]([CH3:23])[CH3:22])[C:4]2[C:5]3[C:10](=[CH:9][CH:8]=[CH:7][CH:6]=3)[N:2]([CH3:1])[CH:3]=2)=[CH:24][CH:25]=1)([CH3:15])([CH3:13])[CH3:14] |f:1.2|. Procedure details: The preparation was carried out in accordance with general synthesis instructions 4 from 1-methylindole and (4-tert-butyl-benzylidene)-dimethyl-ammonium chloride, which had been prepared in accordance with example 24 from 4-tert-butyl-benzaldehyde and dimethylamine.